This data is from the Open Reaction Database (ORD), a public repository of structured organic reaction records. The task is: describe an organic reaction: reactants, conditions, products, and yield Reactants: Clc1ncccc1-c1ccccn1, NN, c1ccncc1. Product: NNc1ncccc1-c1ccccn1. RXN SMILES: [Cl:1][c:2]1[n:3][cH:4][cH:5][cH:6][c:7]1-[c:8]1[n:9][cH:10][cH:11][cH:12][cH:13]1.[NH2:14][NH2:15].[cH:16]1[cH:17][cH:18][n:19][cH:20][cH:21]1>>[c:2]1([NH:14][NH2:15])[n:3][cH:4][cH:5][cH:6][c:7]1-[c:8]1[n:9][cH:10][cH:11][cH:12][cH:13]1. Starting materials: C(C)(C)(C)OC[C@H](CP(C1=CC=CC=C1)C1=CC=CC=C1)P(C1=CC=CC=C1)C1=CC=CC=C1 ((R)-1-t-butoxy-2,3-bis-(diphenylphosphino)propane). Solvent: FC(C(=O)O)(F)F (trifluoroacetic acid). Product: C1(=CC=CC=C1)P(C[C@@H](CO)P(C1=CC=CC=C1)C1=CC=CC=C1)C1=CC=CC=C1 ((R)-1,2-bis-(diphenylphosphino)propane-3-ol). The yield is 90.5%. As a reaction SMILES: C([O:5][CH2:6][C@@H:7]([P:22]([C:29]1[CH:34]=[CH:33][CH:32]=[CH:31][CH:30]=1)[C:23]1[CH:28]=[CH:27][CH:26]=[CH:25][CH:24]=1)[CH2:8][P:9]([C:16]1[CH:21]=[CH:20][CH:19]=[CH:18][CH:17]=1)[C:10]1[CH:15]=[CH:14][CH:13]=[CH:12][CH:11]=1)(C)(C)C>FC(F)(F)C(O)=O>[C:10]1([P:9]([C:16]2[CH:21]=[CH:20][CH:19]=[CH:18][CH:17]=2)[CH2:8][C@H:7]([P:22]([C:29]2[CH:30]=[CH:31][CH:32]=[CH:33][CH:34]=2)[C:23]2[CH:28]=[CH:27][CH:26]=[CH:25][CH:24]=2)[CH2:6][OH:5])[CH:11]=[CH:12][CH:13]=[CH:14][CH:15]=1. Reported procedure: A solution of 0.2 g of (R)-1-t-butoxy-2,3-bis-(diphenylphosphino)propane (see Example 6) in 25 ml of anhydrous trifluoroacetic acid under argon atmosphere is stirred at room temperature for 14 hours. The trifluoroacetic acid is removed under reduced pressure. The residue is dissolved in 20 ml of dichloromethane, and washed with 5% sodium bicarbonate solution and then with water. The solvent is removed under reduced pressure and the residue is dried to yield 0.16 g of (R)-1,2-bis-(diphenylphosphi... Reactants: C(C)OC(COC1=C(C=CC(=C1)F)OC)OCC (2-(5-fluoro-2-methoxyphenoxy)acetaldehyde diethylacetal), C(C(=O)O)(=O)O (oxalic acid). Solvent: CC(=O)C (acetone). Yields the product FC=1C=CC(=C(OCC=O)C1)OC (2-(5-Fluoro-2-methoxyphenoxy)acetaldehyde). The yield is 30.4%. As a reaction SMILES: C([O:3][CH:4](OCC)[CH2:5][O:6][C:7]1[CH:12]=[C:11]([F:13])[CH:10]=[CH:9][C:8]=1[O:14][CH3:15])C.C(O)(=O)C(O)=O>CC(C)=O>[F:13][C:11]1[CH:10]=[CH:9][C:8]([O:14][CH3:15])=[C:7]([CH:12]=1)[O:6][CH2:5][CH:4]=[O:3]. Procedure details: To a solution of 23.0 g of 2-(5-fluoro-2-methoxyphenoxy)acetaldehyde diethylacetal in 130 ml of acetone were added 100 ml of 10% aqueous oxalic acid and the mixture was refluxed for 2 hours. After cooling, the reaction mixture was evaporated, and the residue was diluted with water and extracted with ether. The extract was washed with water, dried and evaporated. Isopropyl ether was added to the residue and the precipitate was filtered to give 4.99 g of the desired compound as pale brown crystals... The reactants are CCCCCCCCCCCCN, CCCCCCCCCCCCO, N. Yields the product CCCCCCCCCCCCNCCCCCCCCCCCC. As a reaction SMILES: [CH2:15]([CH2:16][CH2:17][CH2:18][CH2:19][CH2:20][CH2:21][CH2:22][CH2:23][CH2:24][CH2:25][CH3:26])[NH2:27].[CH2:1]([CH2:2][CH2:3][CH2:4][CH2:5][CH2:6][CH2:7][CH2:8][CH2:9][CH2:10][CH2:11][CH3:12])[OH:13].[NH3:14]>>[CH2:1]([CH2:2][CH2:3][CH2:4][CH2:5][CH2:6][CH2:7][CH2:8][CH2:9][CH2:10][CH2:11][CH3:12])[NH:27][CH2:15][CH2:16][CH2:17][CH2:18][CH2:19][CH2:20][CH2:21][CH2:22][CH2:23][CH2:24][CH2:25][CH3:26]. The yield is 96.3%. Starting materials: NCCCCCO[C@H]1[C@@H](O[C@@H]([C@H]1O)COC(C1=CC=C(C=C1)OC)(C1=CC=C(C=C1)OC)C1=CC=CC=C1)N1C=NC=2C(N)=NC=NC12 (2′-O-(5-aminopentyl)-5′-O-(4,4′-dimethoxytrityl)-adenosine), C(#N)CCOC(=O)ON1C(CCC1=O)=O (N-(2-Cyanoethoxycarbonyl)oxy succinimide). Run in CC#N (CH3CN), CCOC(=O)C (EtOAc). RXN SMILES: [NH2:1][CH2:2][CH2:3][CH2:4][CH2:5][CH2:6][O:7][C@@H:8]1[C@H:12]([OH:13])[C@@H:11]([CH2:14][O:15][C:16]([C:33]2[CH:38]=[CH:37][CH:36]=[CH:35][CH:34]=2)([C:25]2[CH:30]=[CH:29][C:28]([O:31][CH3:32])=[CH:27][CH:26]=2)[C:17]2[CH:22]=[CH:21][C:20]([O:23][CH3:24])=[CH:19][CH:18]=2)[O:10][C@H:9]1[N:39]1[C:48]2[N:47]=[CH:46][N:45]=[C:43]([NH2:44])[C:42]=2[N:41]=[CH:40]1.[C:49]([CH2:51][CH2:52][O:53][C:54](ON1C(=O)CCC1=O)=[O:55])#[N:50]>CC#N.CCOC(C)=O>[C:49]([CH2:51][CH2:52][O:53][C:54]([NH:1][CH2:2][CH2:3][CH2:4][CH2:5][CH2:6][O:7][C@@H:8]1[C@H:12]([OH:13])[C@@H:11]([CH2:14][O:15][C:16]([C:33]2[CH:38]=[CH:37][CH:36]=[CH:35][CH:34]=2)([C:25]2[CH:26]=[CH:27][C:28]([O:31][CH3:32])=[CH:29][CH:30]=2)[C:17]2[CH:18]=[CH:19][C:20]([O:23][CH3:24])=[CH:21][CH:22]=2)[O:10][C@H:9]1[N:39]1[C:48]2[N:47]=[CH:46][N:45]=[C:43]([NH2:44])[C:42]=2[N:41]=[CH:40]1)=[O:55])#[N:50]. The product is C(#N)CCOC(=O)NCCCCCO[C@H]1[C@@H](O[C@@H]([C@H]1O)COC(C1=CC=C(C=C1)OC)(C1=CC=C(C=C1)OC)C1=CC=CC=C1)N1C=NC=2C(N)=NC=NC12 (2′-O-[N-cyanoethoxycarbonyl-(5-aminopentyl)]-5′-O-(4,4′-dimethoxytrityl)-adenosine). Procedure: To a solution of 2′-O-(5-aminopentyl)-5′-O-(4,4′-dimethoxytrityl)-adenosine (1.0 g, 1.52 mmol) in anhydrous CH3CN (8.0 mL) was added with stirring, under argon, N-(2-Cyanoethoxycarbonyl)oxy succinimide (0.43 g, 2.02 mmol) After stirring for 5 h at room temperature the reaction mixture was diluted with EtOAc (50 mL) and washed with aq saturated bicarbonate (3×20 mL) and water (20 mL), dried (Na2SO4) and evaporated to give 53 as a light yellow foam (1.1 g, 98% yield). This compound was used withou... The reactants are Cc1cc(C)cc(Br)c1, C1CCOC1, [Li]CCCC, CCOC(C)=O, O=C1CCOCC1, O. Yields the product Cc1cc(C)cc(C2(O)CCOCC2)c1. As a reaction SMILES: [Br:1][c:2]1[cH:3][c:4]([CH3:9])[cH:5][c:6]([CH3:8])[cH:7]1.[CH2:18]1[O:19][CH2:20][CH2:21][CH2:22]1.[CH2:23]([Li:24])[CH2:25][CH2:26][CH3:27].[CH3:28][CH2:29][O:30][C:31](=[O:32])[CH3:33].[O:10]1[CH2:11][CH2:12][C:13](=[O:16])[CH2:14][CH2:15]1.[OH2:17]>>[c:2]1([C:13]2([OH:16])[CH2:12][CH2:11][O:10][CH2:15][CH2:14]2)[cH:3][c:4]([CH3:9])[cH:5][c:6]([CH3:8])[cH:7]1. Reactants: BrC=1C=C(C=NC1Cl)C(=O)O (5-bromo-6-chloro-3-pyridinecarboxylic acid), N[C@H]1[C@@H](CCCC1)O ((1R,2R)-2-amino-1-cyclohexanol), N1=CC=C(C=C1)CO (4-pyridinemethanol), C(#N)C1=CC=C(C=C1)B(O)O ((4-cyano-phenyl)-boronic acid). Yields the product C(#N)C1=CC=C(C=C1)C=1C(=NC=C(C(=O)N[C@H]2[C@@H](CCCC2)O)C1)OCC1CC1 (5-(4-cyano-phenyl)-6-cyclopropylmethoxy-N-((1R,2R)-2-hydroxy-cyclohexyl)-nicotinamide). Reaction SMILES: Br[C:2]1[CH:3]=[C:4]([C:9]([OH:11])=O)[CH:5]=[N:6][C:7]=1Cl.N1[CH:17]=[CH:16][C:15]([CH2:18][OH:19])=CC=1.[C:20]([C:22]1[CH:27]=[CH:26][C:25](B(O)O)=[CH:24][CH:23]=1)#[N:21].[NH2:31][C@@H:32]1[CH2:37][CH2:36][CH2:35][CH2:34][C@H:33]1[OH:38]>>[C:20]([C:22]1[CH:27]=[CH:26][C:25]([C:2]2[C:7]([O:19][CH2:18][CH:15]3[CH2:16][CH2:17]3)=[N:6][CH:5]=[C:4]([CH:3]=2)[C:9]([NH:31][C@@H:32]2[CH2:37][CH2:36][CH2:35][CH2:34][C@H:33]2[OH:38])=[O:11])=[CH:24][CH:23]=1)#[N:21]. Procedure: The title compound was synthesized in analogy to Example 31, using 5-bromo-6-chloro-3-pyridinecarboxylic acid, 4-pyridinemethanol, (4-cyano-phenyl)-boronic acid and (1R,2R)-2-amino-1-cyclohexanol as starting materials to yield 5-(4-cyano-phenyl)-6-cyclopropylmethoxy-N-((1R,2R)-2-hydroxy-cyclohexyl)-nicotinamide, MS (ISP) 392.2 (M+H)+. The reactants are ClC1=CC=C(C=C1)C1=NC(C=2N(C3=C1C(=C(S3)C)C)C(=NN2)C)(CC(=O)O)C(=O)OCC ((±)-4-(4-Chlorophenyl)-6-ethoxycarbonyl-2,3,9-trimethyl-6H-thieno[3,2-f][1,2,4]triazolo[4,3-a][1,4]diazepine-6-acetic acid), C=C[C@H]1CN2CC[C@H]1C[C@H]2[C@@H](C=3C=CN=C4C3C=CC=C4)O (cinchonidine), C(C)(=O)OCC (Ethyl acetate). Run in CO (methanol). Conditions: time 8 hour. The product is ClC1=CC=C(C=C1)C1=N[C@H](C=2N(C3=C1C(=C(S3)C)C)C(=NN2)C)CC(=O)O ((S)-4-(4-chlorophenyl)-2,3,9-trimethyl-6H-thieno[3,2-f][1,2,4]triazolo[4,3-a][1,4]diazepine-6-acetic acid). Reaction SMILES: [Cl:1][C:2]1[CH:7]=[CH:6][C:5]([C:8]2[C:14]3[C:15]([CH3:19])=[C:16]([CH3:18])[S:17][C:13]=3[N:12]3[C:20]([CH3:23])=[N:21][N:22]=[C:11]3[C:10](C(OCC)=O)([CH2:24][C:25]([OH:27])=[O:26])[N:9]=2)=[CH:4][CH:3]=1.C=C[C@@H]1[C@@H]2C[C@@H]([C@H](O)C3C=CN=C4C=CC=CC=34)N(CC2)C1.C(OCC)(=O)C>CO>[Cl:1][C:2]1[CH:3]=[CH:4][C:5]([C:8]2[C:14]3[C:15]([CH3:19])=[C:16]([CH3:18])[S:17][C:13]=3[N:12]3[C:20]([CH3:23])=[N:21][N:22]=[C:11]3[C@H:10]([CH2:24][C:25]([OH:27])=[O:26])[N:9]=2)=[CH:6][CH:7]=1. Procedure details: (±)-4-(4-Chlorophenyl)-6-ethoxycarbonyl-2,3,9-trimethyl-6H-thieno[3,2-f][1,2,4]triazolo[4,3-a][1,4]diazepine-6-acetic acid (82 g) and cinchonidine (50 g) are thoroughly dissolved in methanol (1 l), and the solvent is distilled away to give an amorphous product. Ethyl acetate (980 ml) is added and the amorphous product is dissolved in a similar way. The mixture is left standing overnight at room temperature, and a salt precipitated is removed by filtering by suction. The solvent is distilled away...